Dataset: the Open Reaction Database (ORD), a public repository of structured organic reaction records. Task: describe an organic reaction: reactants, conditions, products, and yield The reactants are product, C(C)(=O)NC=1C(=C(C(=O)Cl)C(=C(C1I)NC(C)=O)I)I (3,5-diacetamido-2,4,6-triiodobenzoyl chloride), Cl.C(C)OC([C@@H](N)CC1=CC=CC=C1)=O (L-phenylalanine ethyl ester hydrochloride). Yields the product C(C)OC([C@@H](NC(C1=C(C(=C(C(=C1I)NC(C)=O)I)NC(C)=O)I)=O)CC1=CC=CC=C1)=O (N-(3,5-diacetamido-2,4,6-triiodobenzoyl)-L-phenylalanine ethyl ester). Reaction SMILES: [C:1]([NH:4][C:5]1[C:6]([I:20])=[C:7]([C:11]([I:19])=[C:12]([NH:15][C:16](=[O:18])[CH3:17])[C:13]=1[I:14])[C:8](Cl)=[O:9])(=[O:3])[CH3:2].Cl.[CH2:22]([O:24][C:25](=[O:35])[C@H:26]([CH2:28][C:29]1[CH:34]=[CH:33][CH:32]=[CH:31][CH:30]=1)[NH2:27])[CH3:23]>>[CH2:22]([O:24][C:25](=[O:35])[C@H:26]([CH2:28][C:29]1[CH:34]=[CH:33][CH:32]=[CH:31][CH:30]=1)[NH:27][C:8](=[O:9])[C:7]1[C:6]([I:20])=[C:5]([NH:4][C:1](=[O:3])[CH3:2])[C:13]([I:14])=[C:12]([NH:15][C:16](=[O:18])[CH3:17])[C:11]=1[I:19])[CH3:23] |f:1.2|. Reported procedure: Following the procedure of example 13, 60 g (75%) of the product was synthesized from 63.2 g (0.1 Mol) 3,5-diacetamido-2,4,6-triiodobenzoyl chloride and 33.5 g (0.15 Mol) L-phenylalanine ethyl ester hydrochloride.